This data is from the Open Reaction Database (ORD), a public repository of structured organic reaction records. The task is: describe an organic reaction: reactants, conditions, products, and yield Starting materials: Cl, CCOC(=O)CC(C)N=C=S, Nc1cc(Cl)sc1S(N)(=O)=O. Product: CCOC(=O)CC(C)NC(=S)NS(=O)(=O)c1sc(Cl)cc1N. Reaction SMILES: [ClH:1].[N:13](=[C:14]=[S:15])[CH:16]([CH2:17][C:18](=[O:19])[O:20][CH2:21][CH3:22])[CH3:23].[NH2:2][c:3]1[c:4]([S:9](=[O:10])(=[O:11])[NH2:12])[s:5][c:6]([Cl:8])[cH:7]1>>[NH2:2][c:3]1[c:4]([S:9](=[O:10])(=[O:11])[NH:12][C:14]([NH:13][CH:16]([CH2:17][C:18](=[O:19])[O:20][CH2:21][CH3:22])[CH3:23])=[S:15])[s:5][c:6]([Cl:8])[cH:7]1.